This data is from the Open Reaction Database (ORD), a public repository of structured organic reaction records. The task is: describe an organic reaction: reactants, conditions, products, and yield The reactants are C(#N)C=1C=C(C(=O)O)C=CC1 (3-cyano benzoic acid), C(C(=O)Cl)(=O)Cl (oxalyl chloride). The reagents and catalysts are CN(C)C=O (DMF). The solvent is ClCCl (dichloromethane). Reaction conditions: temperature 0 celsius, time 8 hour. Product: C(#N)C=1C=C(C(=O)OC)C=CC1 (methyl 3-cyanobenzoate). As a reaction SMILES: [C:1]([C:3]1[CH:4]=[C:5]([CH:9]=[CH:10][CH:11]=1)[C:6]([OH:8])=[O:7])#[N:2].[C:12](Cl)(=O)C(Cl)=O>ClCCl.CN(C=O)C>[C:1]([C:3]1[CH:4]=[C:5]([CH:9]=[CH:10][CH:11]=1)[C:6]([O:8][CH3:12])=[O:7])#[N:2]. Reported procedure: 10 g (0.068 mol) of 3-cyano benzoic acid was taken in 150 ml of dry dichloromethane and cooled to 0° C. Added 50 ml of oxalyl chloride drop wise followed by 5 drops of dry DMF. The reaction mixture was stirred at RT overnight. Dichloromethane was removed and dry methanol (50 ml) was added and stirred at rt for 2 h. Excess methanol was removed and the residue was dissolved in ethyl acetate. The ethyl acetate layer was washed with 10% of sodium bicarbonate, brine and concentrated to give methyl 3-... Starting materials: C=O (formaldehyde), C(C)(C)(C)C=1OC=2C(N1)=C(C(=C(C2N2CC(C2)NC)C2=CC=CC=C2)C)C#N (2-tert-butyl-5-methyl-7-(3-methylaminoazetidin-1-yl)-6-phenyl-1,3-benzoxazole-4-carbonitrile), C([O-])([O-])=O.[Na+].[Na+] (sodium carbonate), C(#N)[BH3-].[Na+] (Sodium cyanoborohydride), C(C)(=O)O (acetic acid). Run in CO (methanol), [Cl-].[Na+].O (brine). Reaction conditions: temperature 0 celsius, time 20 minute. Yields the product C(C)(C)(C)C=1OC=2C(N1)=C(C(=C(C2N2CC(C2)N(C)C)C2=CC=CC=C2)C)C#N (2-Tert-butyl-5-methyl-7-(3-dimethylaminoazetidin-1-yl)-6-phenyl-1,3-benzoxazole-4-carbonitrile). Isolated yield 88.0%. As a reaction SMILES: C=O.[C:3]([C:7]1[O:8][C:9]2[C:10](=[C:12]([C:29]#[N:30])[C:13]([CH3:28])=[C:14]([C:22]3[CH:27]=[CH:26][CH:25]=[CH:24][CH:23]=3)[C:15]=2[N:16]2[CH2:19][CH:18]([NH:20][CH3:21])[CH2:17]2)[N:11]=1)([CH3:6])([CH3:5])[CH3:4].[C:31]([BH3-])#N.[Na+].C(O)(=O)C.C(=O)([O-])[O-].[Na+].[Na+]>[Cl-].[Na+].O.CO>[C:3]([C:7]1[O:8][C:9]2[C:10](=[C:12]([C:29]#[N:30])[C:13]([CH3:28])=[C:14]([C:22]3[CH:23]=[CH:24][CH:25]=[CH:26][CH:27]=3)[C:15]=2[N:16]2[CH2:17][CH:18]([N:20]([CH3:31])[CH3:21])[CH2:19]2)[N:11]=1)([CH3:6])([CH3:4])[CH3:5] |f:2.3,5.6.7,8.9.10|. Reported procedure: Aqueous 36% formaldehyde solution (205 μl, 2.75 mmol) was added to a methanol (4 ml) solution of 2-tert-butyl-5-methyl-7-(3-methylaminoazetidin-1-yl)-6-phenyl-1,3-benzoxazole-4-carbonitrile (I-73) (103 mg, 275 μmol), followed by cooling at 0° C. Sodium cyanoborohydride (34.6 mg, 550 μmol) and acetic acid (40.9 μl, 715 μmol) were added, followed by stirring at room temperature for 20 minutes. Aqueous 10% sodium carbonate solution and saturated brine were added to the reaction liquid, and this was... Yields the product O=C(O)Cc1cccc(Oc2ccccc2CN2CCOC2=O)c1. Reactants: CCOC(=O)Cc1cccc(Oc2ccccc2CN2CCOC2=O)c1, CO, [Li+], [OH-], O. Reaction SMILES: [CH2:1]([CH3:2])[O:3][C:4]([CH2:5][c:6]1[cH:7][c:8]([O:12][c:13]2[c:14]([CH2:19][N:20]3[C:21](=[O:25])[O:22][CH2:23][CH2:24]3)[cH:15][cH:16][cH:17][cH:18]2)[cH:9][cH:10][cH:11]1)=[O:26].[CH3:29][OH:30].[Li+:27].[OH-:28].[OH2:31]>>[O:3]=[C:4]([CH2:5][c:6]1[cH:7][c:8]([O:12][c:13]2[c:14]([CH2:19][N:20]3[C:21](=[O:25])[O:22][CH2:23][CH2:24]3)[cH:15][cH:16][cH:17][cH:18]2)[cH:9][cH:10][cH:11]1)[OH:26]. Reactants: II (iodine), [OH-].[Na+] (sodium hydroxide), S(=O)([O-])[O-].[Na+].[Na+] (sodium sulfite), C(C1=CC=CC=C1)OCC=1NC=C(N1)C(C)C (2-(benzyloxymethyl)-4-isopropyl-1H-imidazole). The solvent is C(Cl)Cl (methylene chloride), CO (methanol), O (water), C(Cl)Cl (methylene chloride). Run at time 5 minute. The product is C(C1=CC=CC=C1)OCC=1NC(=C(N1)C(C)C)I (2-benzyloxymethyl-5-iodo-4-isopropylimidazole). Reaction SMILES: [CH2:1]([O:8][CH2:9][C:10]1[NH:11][CH:12]=[C:13]([CH:15]([CH3:17])[CH3:16])[N:14]=1)[C:2]1[CH:7]=[CH:6][CH:5]=[CH:4][CH:3]=1.[OH-].[Na+].[I:20]I.S([O-])([O-])=O.[Na+].[Na+]>O.C(Cl)Cl.CO>[CH2:1]([O:8][CH2:9][C:10]1[NH:11][C:12]([I:20])=[C:13]([CH:15]([CH3:17])[CH3:16])[N:14]=1)[C:2]1[CH:3]=[CH:4][CH:5]=[CH:6][CH:7]=1 |f:1.2,4.5.6|. Procedure details: (2)In 250 ml of methylene chloride was dissolved 70 g (304 mmol)of 2-(benzyloxymethyl)-4-isopropyl-1H-imidazole (3c). Then, an aqueous solution prepared by dissolving 13 g of sodium hydroxide in 160 ml of water was added at 0° C. and the mixture was stirred for 5 minutes. Then, a solution of iodine (49 g, 386 mmol)in methylene chloride (350 ml)-methanol (150 ml)was added at 0° C. and the mixture was then stirred at room temperature for 20 minutes. To this reaction mixture was added an aqueous so... The reactants are [OH-].[NH4+] (ammonium hydroxide), solution, O1CCCC1 (tetrahydrofuran), O (water), C(CCC)C=1N=NC2=CC=CC=C2C1Cl (3-butyl-4-chloro cinnoline), O1CCCC1 (tetrahydrofuran). Reagents/catalysts: [Zn].BrCC1=CC=C(C#N)C=C1 (4-bromomethyl benzonitrile zinc), [Cl-].C1(=CC=CC=C1)C(CC)(P)C1=CC=CC=C1.[Ni+2].[Cl-] (nickel diphenyl phosphino propane chloride). Conditions: temperature 50 celsius, time 1 hour. Yields the product C(CCC)C=1N=NC2=CC=CC=C2C1CC1=CC=C(C#N)C=C1 (4-[(3-butyl-4-cinnolinyl)-methyl]-benzonitrile). As a reaction SMILES: [CH2:1]([C:5]1[N:6]=[N:7][C:8]2[C:13]([C:14]=1Cl)=[CH:12][CH:11]=[CH:10][CH:9]=2)[CH2:2][CH2:3][CH3:4].O.[OH-].[NH4+:18].O1[CH2:23][CH2:22][CH2:21][CH2:20]1>[Cl-].C1(C(C2C=CC=CC=2)(P)CC)C=CC=CC=1.[Ni+2].[Cl-].[Zn].BrCC1C=CC(C#N)=CC=1>[CH2:1]([C:5]1[N:6]=[N:7][C:8]2[C:13]([C:14]=1[CH2:20][C:21]1[CH:5]=[CH:1][C:2]([C:3]#[N:18])=[CH:23][CH:22]=1)=[CH:12][CH:11]=[CH:10][CH:9]=2)[CH2:2][CH2:3][CH3:4] |f:2.3,5.6.7.8,9.10|. Reported procedure: 100 mg of nickel diphenyl phosphino propane chloride were added to a solution of 0.87 g of 3-butyl-4-chloro cinnoline of Step C and 30 ml of tetrahydrofuran and the mixture was refluxed. 10 ml of a 0.5 M solution in tetrahydrofuran of 4-bromomethyl benzonitrile zinc (prepared as Knochel, J. Org. Chem., (1988), Vol. 53. p. 5789 to 5791) were added, followed by stirring for one hour at 50° C., then pouring into ice-cooled water. The solution was alkalized by the addition of ammonium hydroxide, con... The reactants are C1CCOC1, CNc1ccc(N2CCC(C(F)(F)F)CC2)cc1N, CC(C)(C)C(=O)NCc1ccc(Cl)c(N=C=S)c1. The product is CNc1ccc(N2CCC(C(F)(F)F)CC2)cc1NC(=S)Nc1cc(CNC(=O)C(C)(C)C)ccc1Cl. Reaction SMILES: [CH2:38]1[O:39][CH2:40][CH2:41][CH2:42]1.[CH3:1][NH:2][c:3]1[c:4]([NH2:5])[cH:6][c:7]([N:10]2[CH2:11][CH2:12][CH:13]([C:16]([F:17])([F:18])[F:19])[CH2:14][CH2:15]2)[cH:8][cH:9]1.[Cl:20][c:21]1[c:22]([N:35]=[C:36]=[S:37])[cH:23][c:24]([CH2:25][NH:26][C:27]([C:28]([CH3:29])([CH3:30])[CH3:31])=[O:32])[cH:33][cH:34]1>>[CH3:1][NH:2][c:3]1[c:4]([NH:5][C:36]([NH:35][c:22]2[c:21]([Cl:20])[cH:34][cH:33][c:24]([CH2:25][NH:26][C:27]([C:28]([CH3:29])([CH3:30])[CH3:31])=[O:32])[cH:23]2)=[S:37])[cH:6][c:7]([N:10]2[CH2:11][CH2:12][CH:13]([C:16]([F:17])([F:18])[F:19])[CH2:14][CH2:15]2)[cH:8][cH:9]1.